From a dataset of the Open Reaction Database (ORD), a public repository of structured organic reaction records. describe an organic reaction: reactants, conditions, products, and yield Reactants: C(C1=CC=CC=C1)N1CCN(CC1)[C@H](C(=O)OC)CNC(=O)OC(C)(C)C (methyl(S)-2-(4-benzylpiperazin-1-yl)-3-tert-butoxycarbonylaminopropanoate). Run in C(C)O (ethanol). The product is C(C)(C)(C)OC(=O)NC[C@@H](C(=O)OC)N1CCNCC1 (Methyl (S)-3-tert-butoxycarbonylamino-2-piperazin-1-ylpropanoate). As a reaction SMILES: C([N:8]1[CH2:13][CH2:12][N:11]([C@@H:14]([CH2:19][NH:20][C:21]([O:23][C:24]([CH3:27])([CH3:26])[CH3:25])=[O:22])[C:15]([O:17][CH3:18])=[O:16])[CH2:10][CH2:9]1)C1C=CC=CC=1>C(O)C>[C:24]([O:23][C:21]([NH:20][CH2:19][C@H:14]([N:11]1[CH2:10][CH2:9][NH:8][CH2:13][CH2:12]1)[C:15]([O:17][CH3:18])=[O:16])=[O:22])([CH3:27])([CH3:25])[CH3:26]. Procedure details: (21 mmol) of methyl(S)-2-(4-benzylpiperazin-1-yl)-3-tert-butoxycarbonylaminopropanoate (prepared as described in example 17.4) in 120 ml of ethanol, degassed beforehand under a nitrogen stream. The reaction medium is then placed under a hydrogen atmospheric pressure for 24 h and then filtered through celite and thoroughly rinsed with dichloromethane. After concentration under vacuum, 6.1 g (100%) of methyl (S)-3-tert-butoxycarbonylamino-2-piperazin-1-ylpropanoate are obtained. Starting materials: C[O-], CN(C)C=O, CCOC(C)=O, NC=O, CCOC(=O)C(C)c1cc(F)cc2ccoc12, [Na+]. Yields the product CC(C(N)=O)c1cc(F)cc2ccoc12. RXN SMILES: [CH3:21][O-:22].[CH3:24][N:25]([CH3:26])[CH:27]=[O:28].[CH3:29][CH2:30][O:31][C:32](=[O:33])[CH3:34].[CH:18](=[O:19])[NH2:20].[F:1][c:2]1[cH:3][c:4]([CH:11]([C:12](=[O:13])[O:14][CH2:15][CH3:16])[CH3:17])[c:5]2[c:6]([cH:7][cH:8][o:9]2)[cH:10]1.[Na+:23]>>[F:1][c:2]1[cH:3][c:4]([CH:11]([C:12](=[O:13])[NH2:20])[CH3:17])[c:5]2[c:6]([cH:7][cH:8][o:9]2)[cH:10]1. Starting materials: CC(=O)O, CC(Cl)Cl, CSCCC(=O)N(C)c1cnc(-c2cncc(F)c2)s1, [Na+], O=C([O-])O. The product is CN(C(=O)CCS(C)=O)c1cnc(-c2cncc(F)c2)s1. RXN SMILES: [CH3:30][C:31](=[O:32])[OH:33].[Cl:26][CH:27]([Cl:28])[CH3:29].[F:1][c:2]1[cH:3][c:4](-[c:8]2[s:9][c:10]([N:13]([C:14]([CH2:15][CH2:16][S:17][CH3:18])=[O:19])[CH3:20])[cH:11][n:12]2)[cH:5][n:6][cH:7]1.[Na+:25].[O-:21][C:22]([OH:23])=[O:24]>>[F:1][c:2]1[cH:3][c:4](-[c:8]2[s:9][c:10]([N:13]([C:14]([CH2:15][CH2:16][S:17]([CH3:18])=[O:21])=[O:19])[CH3:20])[cH:11][n:12]2)[cH:5][n:6][cH:7]1. The reactants are resultant mixture, ClCCl (dichloromethane), NN (Hydrazine), C(C)(C)N1CCN(CC1)CCCN1C(C2=CC=CC=C2C1=O)=O (2-[3-(4-isopropylpiperazin-1-yl)-propyl]-isoindole-1,3-dione). Solvent: C(C)O (ethanol). Conditions: time 10 minute. The product is C(C)(C)N1CCN(CC1)CCCN (3-(4-isopropylpiperazin-1-yl)-propylamine), oil. Yield: 81.0%. As a reaction SMILES: NN.[CH:3]([N:6]1[CH2:11][CH2:10][N:9]([CH2:12][CH2:13][CH2:14][N:15]2C(=O)C3C(=CC=CC=3)C2=O)[CH2:8][CH2:7]1)([CH3:5])[CH3:4].ClCCl>C(O)C>[CH:3]([N:6]1[CH2:7][CH2:8][N:9]([CH2:12][CH2:13][CH2:14][NH2:15])[CH2:10][CH2:11]1)([CH3:5])[CH3:4]. Reported procedure: Hydrazine (8.63 g, 270 mmol) is added to a stirred suspension of 2-[3-(4-isopropylpiperazin-1-yl)-propyl]-isoindole-1,3-dione (17.0 g, 53.9 mmol) in anhydrous ethanol (400 mL). The resultant mixture is heated in an oil bath at 75° C. for 16 hours. At ambient temperature, dichloromethane (300 mL) is added to the mixture and the suspension is allowed to stir for 10 minutes. After filtration and concentration, the title compound is obtained as a tan oil (8.12 g, 81% yield). The reactants are O=C(Cl)C(=O)Cl, CC(Cl)Cl, COC(=O)NC(=O)Cc1ccc(F)cc1, NC(=O)Cc1ccc(F)cc1. Product: O=C=NC(=O)Cc1ccc(F)cc1. RXN SMILES: [Cl:12][C:13]([C:14]([Cl:15])=[O:16])=[O:17].[Cl:33][CH:34]([Cl:35])[CH3:36].[F:18][c:19]1[cH:20][cH:21][c:22]([CH2:25][C:26](=[O:27])[NH:28][C:29]([O:30][CH3:32])=[O:31])[cH:23][cH:24]1.[F:1][c:2]1[cH:3][cH:4][c:5]([CH2:6][C:7]([NH2:8])=[O:9])[cH:10][cH:11]1>>[F:18][c:19]1[cH:20][cH:21][c:22]([CH2:25][C:26](=[O:27])[N:28]=[C:29]=[O:30])[cH:23][cH:24]1. Starting materials: CC(=O)C1=CC=C(C=C1)S(=O)(=O)C (4-(methylsulfonyl)acetophenone), BrBr (bromine). Solvent: C(C)(=O)O (acetic acid), Cl (hydrochloric acid), C(C)(=O)O (acetic acid), O (water). Product: C(C)(=O)C1=CC=CC=C1 (acetophenone). Reaction SMILES: [CH3:1][C:2]([C:4]1[CH:9]=[CH:8][C:7](S(C)(=O)=O)=[CH:6][CH:5]=1)=[O:3].BrBr>C(O)(=O)C.Cl.O>[C:2]([C:4]1[CH:9]=[CH:8][CH:7]=[CH:6][CH:5]=1)(=[O:3])[CH3:1]. Procedure details: To a stirred solution of the acetophenone prepared in Step 2 (11.91 g, 60.5 mmol) in glacial acetic acid (133 ml) and hydrochloric acid (0.11 ml) at ambient temperature, was added a solution of bromine (8.22 g, 51.4 mmol) in glacial acetic acid (9.3 ml) over a period of three hours. The reaction mixture was diluted with water (500 ml) and extracted with chloroform. The combined chloroform extracts were dried (MgSO4) and concentrated in vacuo to give 15.66 g of crude 2-bromo-4′-methylsulfonyl)ace... The reactants are C(C)(C)(C)C1=CC=C(C=C1)S(=O)(=O)NC1=NC(=NC(=C1OC1=C(C=CC=C1)OC)OCCN)SC (4-tert.-butyl-N-[6-(2-aminoethoxy)-5-(o-methoxyphenoxy)-2-methylsulfanyl-pyrimidin-4-yl]-benzenesulfonamide), C(C)S(=O)(=O)Cl (ethanesulfonylchloride). Product: C(C)(C)(C)C1=CC=C(C=C1)S(=O)(=O)NC1=NC(=NC(=C1OC1=C(C=CC=C1)OC)OCCNS(=O)(=O)CC)SC (4-tert.-butyl-N-[6-(2-ethanesulfonylamino-ethoxy)-5-(o-methoxyphenoxy)-2-methylsulfanyl-pyrimidin-4-yl]-benzenesulfonamide). The yield is 29.7%. As a reaction SMILES: [C:1]([C:5]1[CH:10]=[CH:9][C:8]([S:11]([NH:14][C:15]2[C:20]([O:21][C:22]3[CH:27]=[CH:26][CH:25]=[CH:24][C:23]=3[O:28][CH3:29])=[C:19]([O:30][CH2:31][CH2:32][NH2:33])[N:18]=[C:17]([S:34][CH3:35])[N:16]=2)(=[O:13])=[O:12])=[CH:7][CH:6]=1)([CH3:4])([CH3:3])[CH3:2].[CH2:36]([S:38](Cl)(=[O:40])=[O:39])[CH3:37]>>[C:1]([C:5]1[CH:10]=[CH:9][C:8]([S:11]([NH:14][C:15]2[C:20]([O:21][C:22]3[CH:27]=[CH:26][CH:25]=[CH:24][C:23]=3[O:28][CH3:29])=[C:19]([O:30][CH2:31][CH2:32][NH:33][S:38]([CH2:36][CH3:37])(=[O:40])=[O:39])[N:18]=[C:17]([S:34][CH3:35])[N:16]=2)(=[O:12])=[O:13])=[CH:7][CH:6]=1)([CH3:4])([CH3:2])[CH3:3]. Reported procedure: According to the procedure described in Example 4a) 2 g of 4-tert.-butyl-N-[6-(2-aminoethoxy)-5-(o-methoxyphenoxy)-2-methylsulfanyl-pyrimidin-4-yl]-benzenesulfonamide was reacted with 0.81 g ethanesulfonylchloride to give 0.7 g 4-tert.-butyl-N-[6-(2-ethanesulfonylamino-ethoxy)-5-(o-methoxyphenoxy)-2-methylsulfanyl-pyrimidin-4-yl]-benzenesulfonamide. LC-MS: tR=5.85 min, [M+1]+=611.31. Starting materials: FC(OC1=C(C(=O)O)C=CC=C1)F (2-difluoromethoxy-benzoic acid), CO (MeOH), S(O)(O)(=O)=O (sulfuric acid). Yields the product COC(C1=C(C=CC=C1)OC(F)F)=O (2-Difluoromethoxy-benzoic acid methyl ester). Yield: 87.0%. RXN SMILES: [F:1][CH:2]([F:13])[O:3][C:4]1[CH:12]=[CH:11][CH:10]=[CH:9][C:5]=1[C:6]([OH:8])=[O:7].S(=O)(=O)(O)O.[CH3:19]O>>[CH3:19][O:7][C:6](=[O:8])[C:5]1[CH:9]=[CH:10][CH:11]=[CH:12][C:4]=1[O:3][CH:2]([F:13])[F:1]. Reported procedure: 2.0 g of 2-difluoromethoxy-benzoic acid (10.6 mmol, 1.0 eq) were dissolved in MeOH (15 mL) and a catalytic quantity of sulfuric acid was added; the mixture was heated at reflux overnight. The solvent was then evaporated and the residue was dissolved in DCM and washed with saturated NaHCO3. The organic phase was dried and evaporated to give 1.9 g of title product (yield 87%).